Dataset: the Open Reaction Database (ORD), a public repository of structured organic reaction records. Task: describe an organic reaction: reactants, conditions, products, and yield The reactants are OCCON1C(C=2C(C1=O)=CC=CC2)=O (N-(2-hydroxyethoxy)-phthalimide), N(=NC(=O)OCC)C(=O)OCC (diethyl azodicarboxylate), OC1=CC=C(CC2C(N(C(S2)=O)C(C2=CC=CC=C2)(C2=CC=CC=C2)C2=CC=CC=C2)=O)C=C1 (5-(4-hydroxybenzyl)-3-tritylthiazolidine-2,4-dione), C1(=CC=CC=C1)P(C1=CC=CC=C1)C1=CC=CC=C1 (triphenylphosphine). Product: C1(C=2C(C(N1OCCOC1=CC=C(CC3C(N(C(S3)=O)C(C3=CC=CC=C3)(C3=CC=CC=C3)C3=CC=CC=C3)=O)C=C1)=O)=CC=CC2)=O (5-[4-(2-Phthalimidooxyethoxy)benzyl]-3-tritylthiazolidine-2,4-dione). Yield: 80.8%. As a reaction SMILES: [OH:1][CH2:2][CH2:3][O:4][N:5]1[C:9](=[O:10])[C:8]2=[CH:11][CH:12]=[CH:13][CH:14]=[C:7]2[C:6]1=[O:15].O[C:17]1[CH:49]=[CH:48][C:20]([CH2:21][CH:22]2[S:26][C:25](=[O:27])[N:24]([C:28]([C:41]3[CH:46]=[CH:45][CH:44]=[CH:43][CH:42]=3)([C:35]3[CH:40]=[CH:39][CH:38]=[CH:37][CH:36]=3)[C:29]3[CH:34]=[CH:33][CH:32]=[CH:31][CH:30]=3)[C:23]2=[O:47])=[CH:19][CH:18]=1.C1(P(C2C=CC=CC=2)C2C=CC=CC=2)C=CC=CC=1.N(C(OCC)=O)=NC(OCC)=O>>[C:9]1(=[O:10])[N:5]([O:4][CH2:3][CH2:2][O:1][C:17]2[CH:49]=[CH:48][C:20]([CH2:21][CH:22]3[S:26][C:25](=[O:27])[N:24]([C:28]([C:41]4[CH:46]=[CH:45][CH:44]=[CH:43][CH:42]=4)([C:35]4[CH:36]=[CH:37][CH:38]=[CH:39][CH:40]=4)[C:29]4[CH:34]=[CH:33][CH:32]=[CH:31][CH:30]=4)[C:23]3=[O:47])=[CH:19][CH:18]=2)[C:6](=[O:15])[C:7]2=[CH:14][CH:13]=[CH:12][CH:11]=[C:8]12. Reported procedure: Following a procedure similar to that described in Example 1(a), but using 2.0 g of N-(2-hydroxyethoxy)-phthalimide [prepared as described in step (a) above], 4.4 g of 5-(4-hydroxybenzyl)-3-tritylthiazolidine-2,4-dione, 2.53 g of triphenylphosphine and 1.68 g of diethyl azodicarboxylate, 5.00 g of the title compound were obtained as a foam-like solid. Starting materials: Cc1cccc(OCc2ccc(Br)cc2)n1, [Li]CCCC, CN(C)C=O, CCOC(C)=O, C1CCOC1, O. Yields the product Cc1cccc(OCc2ccc(C=O)cc2)n1. RXN SMILES: [Br:1][c:2]1[cH:3][cH:4][c:5]([CH2:6][O:7][c:8]2[n:9][c:10]([CH3:14])[cH:11][cH:12][cH:13]2)[cH:15][cH:16]1.[CH2:17]([Li:18])[CH2:19][CH2:20][CH3:21].[CH3:22][N:23]([CH:24]=[O:25])[CH3:26].[CH3:33][CH2:34][O:35][C:36](=[O:37])[CH3:38].[O:28]1[CH2:29][CH2:30][CH2:31][CH2:32]1.[OH2:27]>>[c:2]1([CH:24]=[O:25])[cH:3][cH:4][c:5]([CH2:6][O:7][c:8]2[n:9][c:10]([CH3:14])[cH:11][cH:12][cH:13]2)[cH:15][cH:16]1. The reactants are ClC1=NN=CC2=CC(=CC=C12)C=1C=C(C(=O)NC2CC2)C=CC1C (3-(1-chlorophthalazin-6-yl)-N-cyclopropyl-4-methylbenzamide), C1(=C(C=CC=C1)B(O)O)C (o-tolylboronic acid), C([O-])([O-])=O.[K+].[K+] (potassium carbonate). The product is C1(CC1)NC(C1=CC(=C(C=C1)C)C=1C=C2C=NN=C(C2=CC1)C1=C(C=CC=C1)C)=O (N-cyclopropyl-4-methyl-3-(1-o-tolylphthalazin-6-yl)benzamide). Solvent: COCCOC.CCO (DME EtOH). Run at temperature 90 celsius, time 2 hour. Procedure details: A mixture of 3-(1-chlorophthalazin-6-yl)-N-cyclopropyl-4-methylbenzamide (100 mg, 296 μmol), o-tolylboronic acid (40 mg, 296 μmol) and tetrakis(triphenylphosphine)palladium (17 mg, 15 μmol) in 5 mL DME/EtOH (4:1) was treated with 2M potassium carbonate (444 μl, 888 μmol). The mixture was stirred at 90° C. for 2 h. The mixture was cooled to RT and purified directly without work-up, via flash chromatography (silica gel) eluting with a gradient of 2% 2 M ammonia in MeOH/DCM to 6% 2 M ammonia in MeO... Reaction SMILES: Cl[C:2]1[C:11]2[C:6](=[CH:7][C:8]([C:12]3[CH:13]=[C:14]([CH:21]=[CH:22][C:23]=3[CH3:24])[C:15]([NH:17][CH:18]3[CH2:20][CH2:19]3)=[O:16])=[CH:9][CH:10]=2)[CH:5]=[N:4][N:3]=1.[C:25]1([CH3:34])[CH:30]=[CH:29][CH:28]=[CH:27][C:26]=1B(O)O.C(=O)([O-])[O-].[K+].[K+]>COCCOC.CCO.C1C=CC([P]([Pd]([P](C2C=CC=CC=2)(C2C=CC=CC=2)C2C=CC=CC=2)([P](C2C=CC=CC=2)(C2C=CC=CC=2)C2C=CC=CC=2)[P](C2C=CC=CC=2)(C2C=CC=CC=2)C2C=CC=CC=2)(C2C=CC=CC=2)C2C=CC=CC=2)=CC=1>[CH:18]1([NH:17][C:15](=[O:16])[C:14]2[CH:21]=[CH:22][C:23]([CH3:24])=[C:12]([C:8]3[CH:7]=[C:6]4[C:11](=[CH:10][CH:9]=3)[C:2]([C:26]3[CH:27]=[CH:28][CH:29]=[CH:30][C:25]=3[CH3:34])=[N:3][N:4]=[CH:5]4)[CH:13]=2)[CH2:20][CH2:19]1 |f:2.3.4,5.6,^1:53,55,74,93|. The reagents and catalysts are C=1C=CC(=CC1)[P](C=2C=CC=CC2)(C=3C=CC=CC3)[Pd]([P](C=4C=CC=CC4)(C=5C=CC=CC5)C=6C=CC=CC6)([P](C=7C=CC=CC7)(C=8C=CC=CC8)C=9C=CC=CC9)[P](C=1C=CC=CC1)(C=1C=CC=CC1)C=1C=CC=CC1 (tetrakis(triphenylphosphine)palladium). Isolated yield 83.8%. Starting materials: C(C1=CC=CC=C1)NC1=C2C(C(=CN(C2=C(C(=C1F)Cl)F)C1CC1)C(=O)OCC)=O (ethyl 5-benzylamino-1-cyclopropyl-7-chloro-6,8-difluoro-1,4-dihydro-4-oxo-3-quinolinecarboxylate), [H][H] (Hydrogen). The reagents and catalysts are [Pd] (Pd/C). Product: NC1=C2C(C(=CN(C2=C(C(=C1F)Cl)F)C1CC1)C(=O)OCC)=O (ethyl 5-amino-1-cyclopropyl-7-chloro-6,8-difluoro-1,4-dihydro-4-oxo-3-quinolinecarboxylate). Procedure: To a solution of 48.0 g of ethyl 5-benzylamino-1-cyclopropyl-7-chloro-6,8-difluoro-1,4-dihydro-4-oxo-3-quinolinecarboxylate (0.111 mol) dissolved in a mixture of 200 ml of acetic acid and ethanol was added 0.5 g of 5% Pd/C catalyst. Hydrogen gas was introduced at room temperature. The reaction was monitored with TLC and carried out for around 3 hours. Precipitates collected by filtration were dissolved in chloroform and filtered to remove the catalyst. After removing the solvent by evaporation, ... Run in C(C)(=O)O (acetic acid), C(C)O (ethanol). As a reaction SMILES: C([NH:8][C:9]1[C:18]([F:19])=[C:17]([Cl:20])[C:16]([F:21])=[C:15]2[C:10]=1[C:11](=[O:30])[C:12]([C:25]([O:27][CH2:28][CH3:29])=[O:26])=[CH:13][N:14]2[CH:22]1[CH2:24][CH2:23]1)C1C=CC=CC=1.[H][H]>C(O)(=O)C.C(O)C.[Pd]>[NH2:8][C:9]1[C:18]([F:19])=[C:17]([Cl:20])[C:16]([F:21])=[C:15]2[C:10]=1[C:11](=[O:30])[C:12]([C:25]([O:27][CH2:28][CH3:29])=[O:26])=[CH:13][N:14]2[CH:22]1[CH2:23][CH2:24]1. Reaction conditions: time 3 hour. Starting materials: C(C)(C)(C)OC(NC1(CCC1)C1=CC=C(C=C1)C1=C(OC2=CC=C(C=C2C1=O)F)C1=CC=CC=C1)=O ({1-[4-(6-fluoro-4-oxo-2-phenyl-4H-chromen-3-yl)-phenyl]-cyclobutyl}-carbamic acid tert-butyl ester), BrC=1C=C2C(C(=C(OC2=CC1)C1=CC=CC=C1)I)=O (6-bromo-3-iodo-2-phenyl-chromen-4-one). Product: C(C)(C)(C)OC(NC1(CCC1)C1=CC=C(C=C1)C1=C(OC2=CC=C(C=C2C1=O)Br)C1=CC=CC=C1)=O ({1-[4-(6-Bromo-4-oxo-2-phenyl-4H-chromen-3-yl)-phenyl]-cyclobutyl}-carbamic acid tert-butyl ester). Yield: 74.0%. As a reaction SMILES: [C:1]([O:5][C:6](=[O:36])[NH:7][C:8]1([C:12]2[CH:17]=[CH:16][C:15]([C:18]3[C:27](=[O:28])[C:26]4[C:21](=[CH:22][CH:23]=[C:24](F)[CH:25]=4)[O:20][C:19]=3[C:30]3[CH:35]=[CH:34][CH:33]=[CH:32][CH:31]=3)=[CH:14][CH:13]=2)[CH2:11][CH2:10][CH2:9]1)([CH3:4])([CH3:3])[CH3:2].[Br:37]C1C=C2C(=CC=1)OC(C1C=CC=CC=1)=C(I)C2=O>>[C:1]([O:5][C:6](=[O:36])[NH:7][C:8]1([C:12]2[CH:17]=[CH:16][C:15]([C:18]3[C:27](=[O:28])[C:26]4[C:21](=[CH:22][CH:23]=[C:24]([Br:37])[CH:25]=4)[O:20][C:19]=3[C:30]3[CH:35]=[CH:34][CH:33]=[CH:32][CH:31]=3)=[CH:14][CH:13]=2)[CH2:11][CH2:10][CH2:9]1)([CH3:4])([CH3:3])[CH3:2]. Procedure details: Following the procedure used to prepare {1-[4-(6-fluoro-4-oxo-2-phenyl-4H-chromen-3-yl)-phenyl]-cyclobutyl}-carbamic acid tert-butyl ester, 6-bromo-3-iodo-2-phenyl-chromen-4-one was reacted to give the title compound as a pale yellow foam (303 mg, 74%). LCMS (Method A) RT=5.02 min, [M+H]+=546/548. Starting materials: C(C#C)N(C(CCl)=O)CC(OCC)OCC (N-Propargyl-N-(2,2-diethoxyethyl)-α-chloroacetamide), C([O-])([O-])=O.[Na+].[Na+] (sodium carbonate), propandiol-1,3, C=1(C(=CC=CC1)S(=O)(=O)O)C (toluenesulfonic acid). The solvent is C(C)O (ethanol). The product is C(C#C)N(C(CCl)=O)CC1OCCCO1 (N-propargyl-N-(1,3-dioxan-2-ylmethyl)-α-chloroacetamide). As a reaction SMILES: [CH2:1]([N:4]([CH2:9][CH:10]([O:14][CH2:15][CH3:16])[O:11][CH2:12]C)[C:5](=[O:8])[CH2:6][Cl:7])[C:2]#[CH:3].C1(C)C(S(O)(=O)=O)=CC=CC=1.C(=O)([O-])[O-].[Na+].[Na+]>C(O)C>[CH2:1]([N:4]([CH2:9][CH:10]1[O:11][CH2:12][CH2:16][CH2:15][O:14]1)[C:5](=[O:8])[CH2:6][Cl:7])[C:2]#[CH:3] |f:2.3.4|. Procedure: N-Propargyl-N-(2,2-diethoxyethyl)-α-chloroacetamide (10 grams), propandiol-1,3 (3 ml) and trace amounts of toluenesulfonic acid are charged into a glass reaction vessel equipped with a mechanical stirrer, thermometer and reflux condenser. The reaction mixture is heated until no more ethanol is given off. After this time sodium carbonate (1 gram) is added to the mixture with stirring and the resulting mixture is distilled to yield the desired product N-propargyl-N-(1,3-dioxan-2-ylmethyl)-α-chloro... Yields the product [Cl-], C[n+]1ccccc1SCc1ccc(F)cc1. Reaction SMILES: [CH3:10][n:11]1[c:12](=[S:17])[cH:13][cH:14][cH:15][cH:16]1.[CH3:18][CH2:19][OH:20].[F:1][c:2]1[cH:3][cH:4][c:5]([CH2:6][Cl:7])[cH:8][cH:9]1>>[Cl-:7].[F:1][c:2]1[cH:3][cH:4][c:5]([CH2:6][S:17][c:12]2[n+:11]([CH3:10])[cH:16][cH:15][cH:14][cH:13]2)[cH:8][cH:9]1. Reactants: Cn1ccccc1=S, CCO, Fc1ccc(CCl)cc1. The product is O=C(O)c1cc(NCc2ccccc2)c(Nc2ccccc2)c(S(=O)(=O)Nc2ccccc2)c1. Reaction SMILES: [ClH:37].[NH:1]([c:2]1[cH:3][cH:4][cH:5][cH:6][cH:7]1)[c:8]1[c:9]([NH:29][CH2:30][c:31]2[cH:32][cH:33][cH:34][cH:35][cH:36]2)[cH:10][c:11]([C:12](=[O:13])[O:14][CH2:15][CH3:16])[cH:17][c:18]1[S:19]([NH:20][c:21]1[cH:22][cH:23][cH:24][cH:25][cH:26]1)(=[O:27])=[O:28].[Na+:39].[OH-:38]>>[NH:1]([c:2]1[cH:3][cH:4][cH:5][cH:6][cH:7]1)[c:8]1[c:9]([NH:29][CH2:30][c:31]2[cH:32][cH:33][cH:34][cH:35][cH:36]2)[cH:10][c:11]([C:12](=[O:13])[OH:14])[cH:17][c:18]1[S:19]([NH:20][c:21]1[cH:22][cH:23][cH:24][cH:25][cH:26]1)(=[O:27])=[O:28]. Starting materials: Cl, CCOC(=O)c1cc(NCc2ccccc2)c(Nc2ccccc2)c(S(=O)(=O)Nc2ccccc2)c1, [Na+], [OH-]. Starting materials: OCCCCCCC1CCCCC1, O=C1CCC(=O)N1Br, CN(C)C=O, c1ccc(P(c2ccccc2)c2ccccc2)cc1. The product is BrCCCCCCC1CCCCC1. As a reaction SMILES: [CH:1]1([CH2:7][CH2:8][CH2:9][CH2:10][CH2:11][CH2:12][OH:13])[CH2:2][CH2:3][CH2:4][CH2:5][CH2:6]1.[O:33]=[C:34]1[N:35]([Br:40])[C:36](=[O:37])[CH2:38][CH2:39]1.[O:41]=[CH:42][N:43]([CH3:44])[CH3:45].[c:14]1([P:15]([c:16]2[cH:17][cH:18][cH:19][cH:20][cH:21]2)[c:22]2[cH:23][cH:24][cH:25][cH:26][cH:27]2)[cH:28][cH:29][cH:30][cH:31][cH:32]1>>[CH:1]1([CH2:7][CH2:8][CH2:9][CH2:10][CH2:11][CH2:12][Br:40])[CH2:2][CH2:3][CH2:4][CH2:5][CH2:6]1.